From a dataset of the Open Reaction Database (ORD), a public repository of structured organic reaction records. describe an organic reaction: reactants, conditions, products, and yield The yield is 102.1%. Product: COC(CN1C(C=2N(CC1)C=CC2)C2=CC=CC=C2)=O (2-(1-phenyl-3,4-dihydropyrrolo[1,2-a]pyrazin-2(1H)-yl)acetic acid methyl ester). Run in CC(OCC)=O (EA), C(C)#N (acetonitrile). Conditions: time 15 minute. Procedure details: A mixture of (1.0 g, 5.0 mmol) of 1-phenyl-1,2,3,4-tetrahydropyrrolo[1,2-a]pyrazine, 2-bromoacetic acid ethyl ester (587 μl, 5.3 mmol) and potassium carbonate (1.74 g, 12.6 mmol) in acetonitrile (20 ml) was heated for 2 h under reflux. Water (10 ml) and EA (20 ml) were then added, stirring was carried out for 15 min, and the phases were separated. The organic phase was dried over MgSO4, filtered and concentrated in vacuo. 1.38 g of 2-(1-phenyl-3,4-dihydropyrrolo[1,2-a]pyrazin-2(1H)-yl)acetic aci... Starting materials: O (Water), C1(=CC=CC=C1)C1C=2N(CCN1)C=CC2 (1-phenyl-1,2,3,4-tetrahydropyrrolo[1,2-a]pyrazine), C(C)OC(CBr)=O (2-bromoacetic acid ethyl ester), C([O-])([O-])=O.[K+].[K+] (potassium carbonate). Reaction SMILES: [C:1]1([CH:7]2[NH:12][CH2:11][CH2:10][N:9]3[CH:13]=[CH:14][CH:15]=[C:8]23)[CH:6]=[CH:5][CH:4]=[CH:3][CH:2]=1.[CH2:16]([O:18][C:19](=[O:22])[CH2:20]Br)C.C(=O)([O-])[O-].[K+].[K+].O>C(#N)C.CC(=O)OCC>[CH3:16][O:18][C:19](=[O:22])[CH2:20][N:12]1[CH2:11][CH2:10][N:9]2[CH:13]=[CH:14][CH:15]=[C:8]2[CH:7]1[C:1]1[CH:2]=[CH:3][CH:4]=[CH:5][CH:6]=1 |f:2.3.4|.